This data is from the Open Reaction Database (ORD), a public repository of structured organic reaction records. The task is: describe an organic reaction: reactants, conditions, products, and yield Reactants: C(CC)C1CCC(CC1)C1=CC=C(C=C1)C1=CC=C([Se]1)C=O (5-[4-(4-propylcyclohexyl)phenyl]selenophene-2-carbaldehyde), CC(C)([O-])C.[K+] (potassium tert-butoxide), Cl (hydrochloric acid). Reagents/catalysts: [Br-].C(C)[P+](C1=CC=CC=C1)(C1=CC=CC=C1)C1=CC=CC=C1 (ethyltriphenylphosphonium bromide). Run in C1CCOC1 (THF), CC(C)(C)OC (MTBE), [Cl-].[NH4+] (ammonium chloride), C1CCOC1 (THF). Run at time 1.5 hour. Product: C(=CC)C=1[Se]C(=CC1)C1=CC=C(C=C1)C1CCC(CC1)CCC (2-(Propenyl)-5-[4-(4-propylcyclohexyl)phenyl]selenophene). As a reaction SMILES: [CH3:1][C:2](C)([O-])C.[K+].[CH2:7]([CH:10]1[CH2:15][CH2:14][CH:13]([C:16]2[CH:21]=[CH:20][C:19]([C:22]3[Se:26][C:25]([CH:27]=O)=[CH:24][CH:23]=3)=[CH:18][CH:17]=2)[CH2:12][CH2:11]1)[CH2:8][CH3:9].Cl>[Br-].C([P+](C1C=CC=CC=1)(C1C=CC=CC=1)C1C=CC=CC=1)C.C1COCC1.CC(OC)(C)C.[Cl-].[NH4+]>[CH:27]([C:25]1[Se:26][C:22]([C:19]2[CH:20]=[CH:21][C:16]([CH:13]3[CH2:14][CH2:15][CH:10]([CH2:7][CH2:8][CH3:9])[CH2:11][CH2:12]3)=[CH:17][CH:18]=2)=[CH:23][CH:24]=1)=[CH:1][CH3:2] |f:0.1,4.5,8.9|. Procedure details: 1.80 g (4.85 mmol) of ethyltriphenylphosphonium bromide are initially introduced in 8 ml of THF at 0° C., and 533 mg (4.75 mmol) of potassium tert-butoxide are added. After 1.5 h at RT, a solution of 1.16 g (3.23 mmol) of 5-[4-(4-propylcyclohexyl)phenyl]selenophene-2-carbaldehyde in 7 ml of THF is added, and the batch is stirred for 2.5 h. The mixture is diluted with MTBE, and sat. ammonium chloride soln. and 2 N hydrochloric acid are added. The organic phase is separated off, and the aqueous ph... Starting materials: ice water, ClC1=C(C=C(C(=C1)Cl)[N+](=O)[O-])[N+](=O)[O-] (2,4-Dichloro-1,5-dinitrobenzene), COC1=CC=C(N)C=C1 (p-methoxyaniline), C(=O)([O-])[O-].[K+].[K+] (K2CO3). The solvent is CS(=O)C (DMSO). The product is ClC=1C(=CC(=C(NC2=CC=C(C=C2)OC)C1)[N+](=O)[O-])[N+](=O)[O-] (5-Chloro-2,4-dinitro-N-(4′-methoxyphenyl)aniline). RXN SMILES: Cl[C:2]1[CH:7]=[C:6]([Cl:8])[C:5]([N+:9]([O-:11])=[O:10])=[CH:4][C:3]=1[N+:12]([O-:14])=[O:13].[CH3:15][O:16][C:17]1[CH:23]=[CH:22][C:20]([NH2:21])=[CH:19][CH:18]=1.C([O-])([O-])=O.[K+].[K+]>CS(C)=O>[Cl:8][C:6]1[C:5]([N+:9]([O-:11])=[O:10])=[CH:4][C:3]([N+:12]([O-:14])=[O:13])=[C:2]([CH:7]=1)[NH:21][C:20]1[CH:22]=[CH:23][C:17]([O:16][CH3:15])=[CH:18][CH:19]=1 |f:2.3.4|. Reported procedure: 2,4-Dichloro-1,5-dinitrobenzene (II-1, 0.5 g, 2.11 mmol) and p-methoxyaniline (III-2, 0.2 g, 2.11 mmol) were dissolved in 5 mL DMSO. To the solution were added K2CO3 (0.58 g, 4.22 mmol) and metal Cu in catalytic amount. The mixture was allowed to react at 115° C. for 2 hours with stirring in an atmosphere of nitrogen. The resultant was poured into ice water, stirred to precipitate a solid. The solid was filtered, washed with water several times, dried, and separated on silica gel column (petrole...